Task: describe an organic reaction: reactants, conditions, products, and yield. Dataset: the Open Reaction Database (ORD), a public repository of structured organic reaction records The reactants are Cn1c(NCC2CC2)ncc(Br)c1=O, O=C([O-])[O-], OB(O)c1ccc(OCc2ccccc2)c(F)c1, [Cl-], [Li+], [Na+], [Na+], C1COCCO1, c1ccc(P(c2ccccc2)(c2ccccc2)[Pd](P(c2ccccc2)(c2ccccc2)c2ccccc2)(P(c2ccccc2)(c2ccccc2)c2ccccc2)P(c2ccccc2)(c2ccccc2)c2ccccc2)cc1. Yields the product Cn1c(NCC2CC2)ncc(-c2ccc(OCc3ccccc3)c(F)c2)c1=O. As a reaction SMILES: [Br:1][c:2]1[c:3](=[O:14])[n:4]([CH3:13])[c:5]([NH:8][CH2:9][CH:10]2[CH2:11][CH2:12]2)[n:6][cH:7]1.[C:41](=[O:42])([O-:43])[O-:44].[CH2:15]([c:16]1[cH:17][cH:18][cH:19][cH:20][cH:21]1)[O:22][c:23]1[c:24]([F:32])[cH:25][c:26]([B:29]([OH:30])[OH:31])[cH:27][cH:28]1.[Cl-:34].[Li+:33].[Na+:45].[Na+:46].[O:35]1[CH2:36][CH2:37][O:38][CH2:39][CH2:40]1.[cH:47]1[cH:48][cH:49][c:50]([P:51]([Pd:52]([P:53]([c:54]2[cH:55][cH:56][cH:57][cH:58][cH:59]2)([c:60]2[cH:61][cH:62][cH:63][cH:64][cH:65]2)[c:66]2[cH:67][cH:68][cH:69][cH:70][cH:71]2)([P:72]([c:73]2[cH:74][cH:75][cH:76][cH:77][cH:78]2)([c:79]2[cH:80][cH:81][cH:82][cH:83][cH:84]2)[c:85]2[cH:86][cH:87][cH:88][cH:89][cH:90]2)[P:91]([c:92]2[cH:93][cH:94][cH:95][cH:96][cH:97]2)([c:98]2[cH:99][cH:100][cH:101][cH:102][cH:103]2)[c:104]2[cH:105][cH:106][cH:107][cH:108][cH:109]2)([c:110]2[cH:111][cH:112][cH:113][cH:114][cH:115]2)[c:116]2[cH:117][cH:118][cH:119][cH:120][cH:121]2)[cH:122][cH:123]1>>[c:2]1(-[c:26]2[cH:25][c:24]([F:32])[c:23]([O:22][CH2:15][c:16]3[cH:17][cH:18][cH:19][cH:20][cH:21]3)[cH:28][cH:27]2)[c:3](=[O:14])[n:4]([CH3:13])[c:5]([NH:8][CH2:9][CH:10]2[CH2:11][CH2:12]2)[n:6][cH:7]1.